This data is from the Open Reaction Database (ORD), a public repository of structured organic reaction records. The task is: describe an organic reaction: reactants, conditions, products, and yield The reactants are COC(OC)C1(C)Oc2ccc(C#N)cc2C(N)C1O, N#CNC(=S)Nc1ccc(Cl)cc1, CN(C)CCCCCN=C=N, CCOC(C)=O, Cl, [Na], CN(C)C=O. Yields the product COC(OC)C1(C)Oc2ccc(C#N)cc2C(NC(=NC#N)Nc2ccc(Cl)cc2)C1O. Reaction SMILES: [C:1](#[N:2])[c:3]1[cH:4][cH:5][c:6]2[c:7]([cH:20]1)[CH:8]([NH2:19])[CH:9]([OH:18])[C:10]([CH:12]([O:13][CH3:14])[O:15][CH3:16])([CH3:17])[O:11]2.[C:22](#[N:23])[NH:24][C:25](=[S:26])[NH:27][c:28]1[cH:29][cH:30][c:31]([Cl:34])[cH:32][cH:33]1.[CH3:36][N:37]([CH3:38])[CH2:39][CH2:40][CH2:41][CH2:42][CH2:43][N:44]=[C:45]=[NH:46].[CH3:47][CH2:48][O:49][C:50](=[O:51])[CH3:52].[ClH:35].[Na:21].[O:53]=[CH:54][N:55]([CH3:56])[CH3:57]>>[C:1](#[N:2])[c:3]1[cH:4][cH:5][c:6]2[c:7]([cH:20]1)[CH:8]([NH:19][C:25](=[N:24][C:22]#[N:23])[NH:27][c:28]1[cH:29][cH:30][c:31]([Cl:34])[cH:32][cH:33]1)[CH:9]([OH:18])[C:10]([CH:12]([O:13][CH3:14])[O:15][CH3:16])([CH3:17])[O:11]2. Reactants: ClC=1C=CN2N=C(OC(C21)=O)CN2C1=NC=NC(=C1N=C2)N(C(=O)OC(C)(C)C)C(=O)OC(C)(C)C (di-tert-butyl 9-((5-chloro-4-oxo-4H-pyrrolo[1,2-d][1,3,4]oxadiazin-2-yl)methyl)-9H-purin-6-ylimidodicarbonate), C(C1=CC=CC=C1)N (benzylamine). Run in O1CCOCC1 (1,4-dioxane). Reaction conditions: temperature 30 celsius, time 2 hour. Product: C(C1=CC=CC=C1)NC(=O)C=1N(C=CC1Cl)NC(CN1C2=NC=NC(=C2N=C1)NC(OC(C)(C)C)=O)=O (tert-butyl 9-(2-(2-(benzylcarbamoyl)-3-chloro-1H-pyrrol-1-ylamino)-2-oxoethyl)-9H-purin-6-ylcarbamate). The yield is 90.5%. RXN SMILES: [Cl:1][C:2]1[CH:3]=[CH:4][N:5]2[C:10]=1[C:9](=[O:11])[O:8][C:7]([CH2:12][N:13]1[CH:21]=[N:20][C:19]3[C:14]1=[N:15][CH:16]=[N:17][C:18]=3[N:22](C(OC(C)(C)C)=O)[C:23]([O:25][C:26]([CH3:29])([CH3:28])[CH3:27])=[O:24])=[N:6]2.[CH2:37]([NH2:44])[C:38]1[CH:43]=[CH:42][CH:41]=[CH:40][CH:39]=1>O1CCOCC1>[CH2:37]([NH:44][C:9]([C:10]1[N:5]([NH:6][C:7](=[O:8])[CH2:12][N:13]2[CH:21]=[N:20][C:19]3[C:14]2=[N:15][CH:16]=[N:17][C:18]=3[NH:22][C:23](=[O:24])[O:25][C:26]([CH3:29])([CH3:28])[CH3:27])[CH:4]=[CH:3][C:2]=1[Cl:1])=[O:11])[C:38]1[CH:43]=[CH:42][CH:41]=[CH:40][CH:39]=1. Reported procedure: To a solution di-tert-butyl 9-((5-chloro-4-oxo-4H-pyrrolo[1,2-d][1,3,4]oxadiazin-2-yl)methyl)-9H-purin-6-ylimidodicarbonate (100 mg, 0.2 mmol) in 2 mL of dry 1,4-dioxane under argon atmosphere 127 μL of benzylamine (1.16 mmol) were added and the mixture was stirred at 30° C. during 2 hours. At the end of this period, the reaction mixture was concentrated to dryness under reduced pressure and the residue was purified by flash chromatography silica (dichloromethane/methanol). After purification we... As a reaction SMILES: Br[C:2]1[CH:3]=[C:4]([CH:6]=[C:7]([C:9]([F:12])([F:11])[F:10])[CH:8]=1)[NH2:5].[CH3:13][C:14]1[N:15]=[CH:16][NH:17][CH:18]=1.C(=O)([O-])[O-].[K+].[K+].OC1C=CC=C2C=1N=CC=C2>CS(C)=O.[Cu]I>[CH3:13][CH:14]1[CH2:18][N:17]([C:2]2[CH:3]=[C:4]([CH:6]=[C:7]([C:9]([F:12])([F:11])[F:10])[CH:8]=2)[NH2:5])[CH:16]=[N:15]1 |f:2.3.4|. Reported procedure: A suspension of 3-bromo-5-(trifluoromethyl)aniline (4.8 g, 20 mmol), 4-methylimidazole (1.97 g, 24 mmol), potassium carbonate (3.04 g, 22 mmol), CuI (0.57 g, 3 mmol), and 8-hydroxyquinoline (0.44 g, 3 mmol,) in dry DMSO (20 mL) in a pressure tube was degassed by bubbling N2 into the suspension for 10 minutes while stirring. The tube was sealed tightly. The mixture was heated at 120° C. (oil bath temperature) for 15 h. The mixture was cooled down to 45-50° C. and 14% aq. NH4OH (20 mL) was added. ... Conditions: temperature 120 celsius. Starting materials: BrC=1C=C(N)C=C(C1)C(F)(F)F (3-bromo-5-(trifluoromethyl)aniline), CC=1N=CNC1 (4-methylimidazole), C([O-])([O-])=O.[K+].[K+] (potassium carbonate), OC=1C=CC=C2C=CC=NC12 (8-hydroxyquinoline). Reagents/catalysts: [Cu]I (CuI). The solvent is CS(=O)C (DMSO). Product: CC1N=CN(C1)C=1C=C(N)C=C(C1)C(F)(F)F (3-(4-Methyl-4H-imidazol-1-yl)-5-(trifluoromethyl)aniline). Reactants: ClC=1C=C2C=CNC(C2=C(N1)Cl)=O (6,8-dichloro-2,7-naphthyridin-1(2H)-one), [H-].[Na+] (NaH), CI (CH3I). Solvent: CN(C)C=O (DMF). Run at time 20 minute. The product is ClC=1C=C2C=CN(C(C2=C(N1)Cl)=O)C (6,8-Dichloro-2-methyl-2,7-naphthyridin-1(2H)-one). RXN SMILES: [Cl:1][C:2]1[CH:3]=[C:4]2[C:9](=[C:10]([Cl:12])[N:11]=1)[C:8](=[O:13])[NH:7][CH:6]=[CH:5]2.[H-].[Na+].[CH3:16]I>CN(C=O)C>[Cl:1][C:2]1[CH:3]=[C:4]2[C:9](=[C:10]([Cl:12])[N:11]=1)[C:8](=[O:13])[N:7]([CH3:16])[CH:6]=[CH:5]2 |f:1.2|. Reported procedure: To a solution of 6,8-dichloro-2,7-naphthyridin-1(2H)-one (215.0 mg, 1.0 mmol) in dry DMF (10 mL) was added NaH (100 mg, 60% in mineral oil, 2.5 mmol) at 0° C. under N2. After the reaction mixture was allowed to be warmed to room temperature and stirred for 20 minutes, CH3I (0.25 mL, 568.08 mg, 4.0 mmol) was added via syringe. The reaction mixture was stirred at room temperature for 18 hours and concentrated under reduced pressure. The residue was diluted with EtOAc (100 mL), washed with saturate... Starting materials: COC1=CC(=C(C(=C1)C)S(=O)(=O)N(C)CC1=CC(=CO1)C(=O)O)C (5-({[(4-methoxy-2,6-dimethylphenyl)sulfonyl](methyl)amino}methyl)furan-3-carboxylic acid), CCN(C(C)C)C(C)C (DIPEA), Cl.Cl.COC1CN(CCC1)CC1=CC=C(C=C1)CNC (1-{4-[(3-methoxypiperidin-1-yl)methyl]phenyl}-N-methylmethanamine dihydrochloride), CCN=C=NCCCN(C)C (EDCI), C=1C=CC2=C(C1)N=NN2O (HOBt). Run in C(Cl)Cl (DCM). Product: COC1=CC(=C(C(=C1)C)S(=O)(=O)N(C)CC1=CC(=CO1)C(=O)N(C)CC1=CC=C(C=C1)CN1CC(CCC1)OC)C (5-({[(4-Methoxy-2,6-dimethylphenyl)sulfonyl](methyl)amino}methyl)-N-{4-[(3-methoxypiperidin-1-yl)methyl]benzyl}-N-methylfuran-3-carboxamide). RXN SMILES: [CH3:1][O:2][C:3]1[CH:8]=[C:7]([CH3:9])[C:6]([S:10]([N:13]([CH2:15][C:16]2[O:20][CH:19]=[C:18]([C:21]([OH:23])=O)[CH:17]=2)[CH3:14])(=[O:12])=[O:11])=[C:5]([CH3:24])[CH:4]=1.CCN=C=NCCCN(C)C.C1C=CC2N(O)N=NC=2C=1.CCN(C(C)C)C(C)C.Cl.Cl.[CH3:57][O:58][CH:59]1[CH2:64][CH2:63][CH2:62][N:61]([CH2:65][C:66]2[CH:71]=[CH:70][C:69]([CH2:72][NH:73][CH3:74])=[CH:68][CH:67]=2)[CH2:60]1>C(Cl)Cl>[CH3:1][O:2][C:3]1[CH:8]=[C:7]([CH3:9])[C:6]([S:10]([N:13]([CH2:15][C:16]2[O:20][CH:19]=[C:18]([C:21]([N:73]([CH2:72][C:69]3[CH:68]=[CH:67][C:66]([CH2:65][N:61]4[CH2:62][CH2:63][CH2:64][CH:59]([O:58][CH3:57])[CH2:60]4)=[CH:71][CH:70]=3)[CH3:74])=[O:23])[CH:17]=2)[CH3:14])(=[O:12])=[O:11])=[C:5]([CH3:24])[CH:4]=1 |f:4.5.6|. Reported procedure: The title compound was prepared according to general procedure BH using 5-({[(4-methoxy-2,6-dimethylphenyl)sulfonyl](methyl)amino}methyl)furan-3-carboxylic acid (40 mg, 0.11 mmol), EDCI (30 mg, 0.16 mmol), HOBt (23 mg, 0.17 mmol), DIPEA (0.04 mL, 0.22 mmol), 1-{4-[(3-methoxypiperidin-1-yl)methyl]phenyl}-N-methylmethanamine dihydrochloride (39 mg, 0.13 mmol) and DCM (10 mL). Reactants: C(CCC)(=O)OCC (Ethyl butyrate), C[O-].[Na+] (sodium methylate). The product is C(C)OC(C(CC)C=O)=O (2-formylbutyric acid ethyl ester). Isolated yield 70.6%. RXN SMILES: [C:1]([O:6][CH2:7][CH3:8])(=[O:5])[CH2:2][CH2:3][CH3:4].[CH3:9][O-:10].[Na+]>>[CH2:7]([O:6][C:1](=[O:5])[CH:2]([CH:9]=[O:10])[CH2:3][CH3:4])[CH3:8] |f:1.2|. Reported procedure: 1200 g Ethyl butyrate was reacted with 130 g 85% sodium methylate substantially as in Example 1 to produce 245 g 2-formylbutyric acid ethyl ester (85% yield) boiling at 60°-64° C./14 torr. n20D =1.4300. Reactants: CC1(O[C@H]2[C@@H](O1)O[C@@H](C2)C(COC)=O)C (1-[(3aR,5S,6aR)-2,2-dimethyl-3a,5,6,6a-tetrahydrofuro[2,3-d][1,3]dioxol-5-yl]-2-methoxy-ethanone), CC1(O[C@H]2[C@@H](O1)O[C@@H](C2)C(COC)=O)C (1-[(3aR,5S,6aR)-2,2-dimethyl-3a,5,6,6a-tetrahydrofuro[2,3-d][1,3]dioxol-5-yl]-2-methoxy-ethanone), [BH4-].[Na+] (sodium borohydride). Run in CO (methanol). Run at time 2 hour. Yields the product CC1(O[C@H]2[C@@H](O1)O[C@@H](C2)C(COC)O)C (1-[(3aR,5S,6aR)-2,2-dimethyl-3a,5,6,6a-tetrahydrofuro[2,3-d][1,3]dioxol-5-yl]-2-methoxy-ethanol). Isolated yield 87.4%. Reaction SMILES: [CH3:1][C:2]1([CH3:15])[O:6][C@H:5]2[O:7][C@H:8]([C:10](=[O:14])[CH2:11][O:12][CH3:13])[CH2:9][C@H:4]2[O:3]1.[BH4-].[Na+]>CO>[CH3:1][C:2]1([CH3:15])[O:6][C@H:5]2[O:7][C@H:8]([CH:10]([OH:14])[CH2:11][O:12][CH3:13])[CH2:9][C@H:4]2[O:3]1 |f:1.2|. Procedure: To a stirred solution of 1-[(3aR,5S,6aR)-2,2-dimethyl-3a,5,6,6a-tetrahydrofuro[2,3-d][1,3]dioxol-5-yl]-2-methoxy-ethanone (compound 21c, 1.4 g, 6.5 mmol) in methanol (50 mL) was added sodium borohydride (494 mg, 13 mmol). After being stirred at room temperature for 2 hours, the resulting solution was quenched by saturated NH4Cl solution and concentrated in vacuo. The residue was suspended in EtOAc and then filtered. The filtrate was concentrated in vacuo to afford 1.24 g of crude product of 1-[(...